From a dataset of the Open Reaction Database (ORD), a public repository of structured organic reaction records. describe an organic reaction: reactants, conditions, products, and yield Reactants: C([O-])([O-])=O.[Na+].[Na+] (sodium carbonate), N1=C(Cl)N=C(Cl)N=C1Cl (Cyanuric chloride), CNC1=CC=CC=C1 (N-methylaniline). Solvent: C1(=CC=CC=C1)C (toluene), C1(=CC=CC=C1)C (toluene). Conditions: temperature -15 celsius, time 10 minute. Yields the product ClC1=NC(=NC(=N1)Cl)N(C1=CC=CC=C1)C (2,4-dichloro-6-(N-methyl-N-phenylamino)-1,3,5-triazine). Isolated yield 61.3%. RXN SMILES: [N:1]1[C:8]([Cl:9])=[N:7][C:5](Cl)=[N:4][C:2]=1[Cl:3].C(=O)([O-])[O-].[Na+].[Na+].[CH3:16][NH:17][C:18]1[CH:23]=[CH:22][CH:21]=[CH:20][CH:19]=1>C1(C)C=CC=CC=1>[Cl:9][C:8]1[N:1]=[C:2]([Cl:3])[N:4]=[C:5]([N:17]([CH3:16])[C:18]2[CH:23]=[CH:22][CH:21]=[CH:20][CH:19]=2)[N:7]=1 |f:1.2.3|. Procedure details: Cyanuric chloride (7.30 g, 39.6 mmol) was dissolved in toluene (100 ml), cooled to -15° C., added with anhydrous sodium carbonate (4.19 g, 39.6 mmol), stirred for 10 minutes and gradually added dropwise with N-methylaniline (4.24 g, 39.2 mmol) dissolved in toluene (50 ml). This reaction mixture was stirred at the same temperature for 30 minutes and then stirred at room temperature overnight. The reaction mixture was evaporated under reduced pressure. The residue was added with dichloromethane an... The reactants are CC(C)(C)c1nc2ncccc2cc1O, CN(C)c1ccncc1, COc1cc2nccc(Cl)c2cc1OC, Clc1ccccc1Cl, O. The product is COc1cc2nccc(Oc3cc4cccnc4nc3C(C)(C)C)c2cc1OC. RXN SMILES: [C:1]([CH3:2])([CH3:3])([CH3:4])[c:5]1[n:6][c:7]2[n:8][cH:9][cH:10][cH:11][c:12]2[cH:13][c:14]1[OH:15].[CH3:32][N:33]([CH3:34])[c:35]1[cH:36][cH:37][n:38][cH:39][cH:40]1.[Cl:16][c:17]1[cH:18][cH:19][n:20][c:21]2[cH:22][c:23]([O:29][CH3:30])[c:24]([O:27][CH3:28])[cH:25][c:26]12.[Cl:41][c:42]1[cH:43][cH:44][cH:45][cH:46][c:47]1[Cl:48].[OH2:31]>>[C:1]([CH3:2])([CH3:3])([CH3:4])[c:5]1[n:6][c:7]2[n:8][cH:9][cH:10][cH:11][c:12]2[cH:13][c:14]1[O:15][c:17]1[cH:18][cH:19][n:20][c:21]2[cH:22][c:23]([O:29][CH3:30])[c:24]([O:27][CH3:28])[cH:25][c:26]12. Starting materials: ClC=1C(=NC=CN1)NN (1-(3-chloropyrazin-2-yl)hydrazine), C(OCC)(OCC)OCC (triethyl orthoformate), C=1(C(=CC=CC1)C)C (xylene). Solvent: C(C)OCC (diethyl ether). Run at time 2 hour. Product: ClC=1C=2N(C=CN1)C=NN2 (8-chloro-[1,2,4]triazolo[4,3-a]pyrazine). Isolated yield 62.0%. As a reaction SMILES: [Cl:1][C:2]1[C:3]([NH:8][NH2:9])=[N:4][CH:5]=[CH:6][N:7]=1.[CH:10](OCC)(OCC)OCC.C1(C)C(C)=CC=CC=1>C(OCC)C>[Cl:1][C:2]1[C:3]2[N:4]([CH:10]=[N:9][N:8]=2)[CH:5]=[CH:6][N:7]=1. Procedure details: A mixture of 1-(3-chloropyrazin-2-yl)hydrazine (0.90 g, 62 mmol), triethyl orthoformate (2.3 mL), 14 mmol), and dry xylene (15 mL) was refluxed with stirring for 2 h. The mixture was brought to RT, diethyl ether was added and the suspension was filtered. The solid collected was washed with diethyl ether to afford 8-chloro-[1,2,4]triazolo[4,3-a]pyrazine (0.60 g, 62% yield). MS m/z: 155.0 (M+1).